From a dataset of the Open Reaction Database (ORD), a public repository of structured organic reaction records. describe an organic reaction: reactants, conditions, products, and yield Reactants: C(C)OC(=O)C1(CC1)[C@@H]1[C@H](C(N(C1)[C@@H](C)C1=CC=CC=C1)=O)F (4-(S)-(1-Ethoxycarbonylcyclopropyl)-3-(R)-fluoro-1-[1-(S)-phenylethyl]-2-pyrrolidone), COC=1C=CC(=CC1)P2(=S)SP(=S)(S2)C=3C=CC(=CC3)OC (Lawesson's reagent). Run in C1=CC=CC=C1 (benzene). Product: C(C)OC(=O)C1(CC1)[C@@H]1[C@H](C(N(C1)[C@@H](C)C1=CC=CC=C1)=S)F (4-(S)-(1-Ethoxycarbonylcyclopropyl)-3-(R)-fluoro-1-[1-(S)-phenylethyl]-2-pyrrolidinethione). The yield is 175.7%. As a reaction SMILES: [CH2:1]([O:3][C:4]([C:6]1([C@H:9]2[CH2:13][N:12]([C@H:14]([C:16]3[CH:21]=[CH:20][CH:19]=[CH:18][CH:17]=3)[CH3:15])[C:11](=O)[C@@H:10]2[F:23])[CH2:8][CH2:7]1)=[O:5])[CH3:2].COC1C=CC(P2(SP(C3C=CC(OC)=CC=3)(=S)S2)=[S:33])=CC=1>C1C=CC=CC=1>[CH2:1]([O:3][C:4]([C:6]1([C@H:9]2[CH2:13][N:12]([C@H:14]([C:16]3[CH:21]=[CH:20][CH:19]=[CH:18][CH:17]=3)[CH3:15])[C:11](=[S:33])[C@@H:10]2[F:23])[CH2:8][CH2:7]1)=[O:5])[CH3:2]. Reported procedure: 4-(S)-(1-Ethoxycarbonylcyclopropyl)-3-(R)-fluoro-1-[1-(S)-phenylethyl]-2-pyrrolidone (4.825 g, 15.11 mmol) was dissolved in dry benzene (150 ml), and the solution was mixed with Lawesson's reagent (3.085 g, 7.625 mmol) and heated under reflux for 30 minutes. After cooling, benzene was evaporated under a reduced pressure, and the resulting residue was subjected to flash silica gel chromatography and eluted with an eluant of n-hexane:ethyl acetate=5:1, to thereby obtain 4.494 g (88.7%) of the titl... Reactants: C(C(C)(C)C)(=O)Cl (pivaloyl chloride), C(C1=CC=CC=C1)O[C@H]1[C@H](OCC2=CC=CC=C2)O[C@@H]([C@@H]([C@@H]1O)OCC1=CC=CC=C1)CO (Benzyl 2,4-di-O-Benzyl-β-D-galactopyranoside), CO (Methanol). Solvent: N1=CC=CC=C1 (pyridine). Run at time 70 minute. Product: C(C1=CC=CC=C1)O[C@H]1[C@H](OCC2=CC=CC=C2)O[C@@H]([C@@H]([C@@H]1O)OCC1=CC=CC=C1)COC(C(C)(C)C)=O (Benzyl 2,4-di-O-Benzyl-6-O-pivaloyl-β-D-galactopyranoside). The yield is 90.2%. Reaction SMILES: [C:1](Cl)(=[O:6])[C:2]([CH3:5])([CH3:4])[CH3:3].[CH2:8]([O:15][C@@H:16]1[C@@H:29]([OH:30])[C@@H:28]([O:31][CH2:32][C:33]2[CH:38]=[CH:37][CH:36]=[CH:35][CH:34]=2)[C@@H:27]([CH2:39][OH:40])[O:26][C@H:17]1[O:18][CH2:19][C:20]1[CH:25]=[CH:24][CH:23]=[CH:22][CH:21]=1)[C:9]1[CH:14]=[CH:13][CH:12]=[CH:11][CH:10]=1.CO>N1C=CC=CC=1>[CH2:8]([O:15][C@@H:16]1[C@@H:29]([OH:30])[C@@H:28]([O:31][CH2:32][C:33]2[CH:34]=[CH:35][CH:36]=[CH:37][CH:38]=2)[C@@H:27]([CH2:39][O:40][C:1](=[O:6])[C:2]([CH3:5])([CH3:4])[CH3:3])[O:26][C@H:17]1[O:18][CH2:19][C:20]1[CH:25]=[CH:24][CH:23]=[CH:22][CH:21]=1)[C:9]1[CH:10]=[CH:11][CH:12]=[CH:13][CH:14]=1. Reported procedure: Under nitrogen gas atmosphere, pivaloyl chloride (4.2 ml, 35.7 mmol) was added to a solution of Compound 13 (7.3 g, 16.2 mmol) in pyridine (50 ml) at 0° C., and the mixture was stirred for 70 minutes. Methanol was added to the reaction mixture, and the mixture was stirred for 40 minutes, and the solvent was evaporated under reduced pressure. The residue was purified by silica gel column chromatography (toluene:ethyl acetate=6:1) to obtain Compound 14 (7.81 g, 90%).